Dataset: the Open Reaction Database (ORD), a public repository of structured organic reaction records. Task: describe an organic reaction: reactants, conditions, products, and yield Reactants: 6b, FC([C@@H]1CC[C@H](CC1)NC(C1=C(C(=C(C(=C1)[N+](=O)[O-])NC)C)N1CC2CC2C1)=O)(F)F (N-(trans-4-trifluoromethyl-cyclohexyl)-2-[3-aza-bicyclo[3.1.0]hex-3-yl]-3-methyl-4-methylamino-5-nitro-benzoic acid amide). Reagents/catalysts: [Pd] (Pd/C). Solvent: CO (MeOH). Yields the product FC([C@@H]1CC[C@H](CC1)NC(C1=C(C(=C(C(=C1)N)NC)C)N1CC2CC2C1)=O)(F)F (N-(trans-4-Trifluoromethyl-cyclohexyl)-2-[3-aza-bicyclo[3.1.0]hex-3-yl]-3-methyl-4-methylamino-5-amino-benzoic acid amide). Reaction SMILES: [F:1][C:2]([F:31])([F:30])[C@H:3]1[CH2:8][CH2:7][C@H:6]([NH:9][C:10](=[O:29])[C:11]2[CH:16]=[C:15]([N+:17]([O-])=O)[C:14]([NH:20][CH3:21])=[C:13]([CH3:22])[C:12]=2[N:23]2[CH2:28][CH:27]3[CH:25]([CH2:26]3)[CH2:24]2)[CH2:5][CH2:4]1>[Pd].CO>[F:30][C:2]([F:1])([F:31])[C@H:3]1[CH2:8][CH2:7][C@H:6]([NH:9][C:10](=[O:29])[C:11]2[CH:16]=[C:15]([NH2:17])[C:14]([NH:20][CH3:21])=[C:13]([CH3:22])[C:12]=2[N:23]2[CH2:24][CH:25]3[CH:27]([CH2:26]3)[CH2:28]2)[CH2:5][CH2:4]1. Procedure: The sub-title compound is prepared in analogy to 6b from N-(trans-4-trifluoromethyl-cyclohexyl)-2-[3-aza-bicyclo[3.1.0]hex-3-yl]-3-methyl-4-methylamino-5-nitro-benzoic acid amide (130 mg, 0.295 mmol), Pd/C (50 mg), MeOH (40 mL) and 3 bar H2-atmosphere. Yield: 85 mg. HPLC Rt=1.31 min (method A). MS m/z: 411 [M+H]+. Starting materials: NC1=CC=C(C(=O)N(C)C)C=C1 (4-amino-N,N-dimethylbenzamide), [H-].[Na+] (sodium hydride), oil, FC(C1=CC=C(C=C1)[C@H]1N(CCC2=CC=CC=C12)C(=O)OC1=CC=C(C=C1)[N+](=O)[O-])(F)F ((R)-4-Nitrophenyl 1-(4-(trifluoromethyl)phenyl)-3,4-dihydroisoquinoline-2(1H)-carboxylate), O (H2O). Run in C1CCOC1 (THF). Run at time 8 hour. Yields the product CN(C(=O)C1=CC=C(C=C1)NC(=O)N1[C@@H](C2=CC=CC=C2CC1)C1=CC=C(C=C1)C(F)(F)F)C ((R)—N-(4-(Dimethylcarbamoyl)phenyl)-1-(4-(trifluoromethyl)phenyl)-3,4-dihydroisoquinoline-2(1H)-carboxamide). Reaction SMILES: [NH2:1][C:2]1[CH:12]=[CH:11][C:5]([C:6]([N:8]([CH3:10])[CH3:9])=[O:7])=[CH:4][CH:3]=1.[H-].[Na+].[F:15][C:16]([F:46])([F:45])[C:17]1[CH:22]=[CH:21][C:20]([C@@H:23]2[C:32]3[C:27](=[CH:28][CH:29]=[CH:30][CH:31]=3)[CH2:26][CH2:25][N:24]2[C:33](OC2C=CC([N+]([O-])=O)=CC=2)=[O:34])=[CH:19][CH:18]=1.O>C1COCC1>[CH3:9][N:8]([CH3:10])[C:6]([C:5]1[CH:11]=[CH:12][C:2]([NH:1][C:33]([N:24]2[CH2:25][CH2:26][C:27]3[C:32](=[CH:31][CH:30]=[CH:29][CH:28]=3)[C@H:23]2[C:20]2[CH:21]=[CH:22][C:17]([C:16]([F:45])([F:15])[F:46])=[CH:18][CH:19]=2)=[O:34])=[CH:3][CH:4]=1)=[O:7] |f:1.2|. Procedure details: To a solution of 4-amino-N,N-dimethylbenzamide (74 mg, 452 μmol) in THF (0.5 mL) was added sodium hydride, 60% dispersion in mineral oil (19 μL, 452 μmol). The resulting mixture was then subjected to a microwave irradiation at 150° C. for 5 min. Then, (R)-4-nitrophenyl 1-(4-(trifluoromethyl)phenyl)-3,4-dihydroisoquinoline-2(1H)-carboxylate (100 mg, 226 μmol, example 88) was added and the mixture was stirred at RT for overnight. Then, H2O (0.5 mL) was added slowly and the mixture was extracted wi... The product is C(C1=CC=CC=C1)OC1=CC=C(OCC(=O)NC)C=C1 (2-(4-benzyloxy-phenoxy)-N-methyl-acetamide). Reactants: C(C1=CC=CC=C1)OC1=CC=C(OCC(=O)O)C=C1 ((4-benzyloxy-phenoxy)-acetic acid), CN (methylamine), C(=O)(N1C=NC=C1)N1C=NC=C1 (1,1′-carbonyl-diimidazole). Procedure: In analogy to the procedure described in Example 1c), the (4-benzyloxy-phenoxy)-acetic acid was reacted with methylamine using 1,1′-carbonyl-diimidazole as the condensation reagent. 2-(4-benzyloxy-phenoxy)-N-methyl-acetamide was obtained as white crystals; MS: m/e=272 (M+H)+. As a reaction SMILES: [CH2:1]([O:8][C:9]1[CH:19]=[CH:18][C:12]([O:13][CH2:14][C:15](O)=[O:16])=[CH:11][CH:10]=1)[C:2]1[CH:7]=[CH:6][CH:5]=[CH:4][CH:3]=1.CN.[C:22](N1C=CN=C1)([N:24]1C=CN=C1)=O>>[CH2:1]([O:8][C:9]1[CH:19]=[CH:18][C:12]([O:13][CH2:14][C:15]([NH:24][CH3:22])=[O:16])=[CH:11][CH:10]=1)[C:2]1[CH:7]=[CH:6][CH:5]=[CH:4][CH:3]=1. Starting materials: CC(C)(C)OC(=O)NC(CC(=O)OCc1ccccc1)Cc1cc(F)c(F)cc1F, C, CO, [Pd]. Yields the product CC(C)(C)OC(=O)NC(CC(=O)O)Cc1cc(F)c(F)cc1F. Reaction SMILES: [C:1]([CH3:2])([CH3:3])([CH3:4])[O:5][C:6](=[O:7])[NH:8][CH:9]([CH2:10][C:11](=[O:12])[O:13][CH2:14][c:15]1[cH:16][cH:17][cH:18][cH:19][cH:20]1)[CH2:21][c:22]1[c:23]([F:30])[cH:24][c:25]([F:29])[c:26]([F:28])[cH:27]1.[C:31].[CH3:33][OH:34].[Pd:32]>>[C:1]([CH3:2])([CH3:3])([CH3:4])[O:5][C:6](=[O:7])[NH:8][CH:9]([CH2:10][C:11](=[O:12])[OH:13])[CH2:21][c:22]1[c:23]([F:30])[cH:24][c:25]([F:29])[c:26]([F:28])[cH:27]1.